This data is from the Open Reaction Database (ORD), a public repository of structured organic reaction records. The task is: describe an organic reaction: reactants, conditions, products, and yield The reactants are Fc1ccc(CBr)cc1Oc1ccccc1, CCO, CCC[N+](=O)[O-], [Na]. Yields the product O=Cc1ccc(F)c(Oc2ccccc2)c1. As a reaction SMILES: [Br:8][CH2:9][c:10]1[cH:11][c:12]([O:17][c:18]2[cH:19][cH:20][cH:21][cH:22][cH:23]2)[c:13]([F:16])[cH:14][cH:15]1.[CH3:24][CH2:25][OH:26].[N+:2](=[O:3])([CH2:4][CH2:5][CH3:6])[O-:7].[Na:1]>>[O:3]=[CH:9][c:10]1[cH:11][c:12]([O:17][c:18]2[cH:19][cH:20][cH:21][cH:22][cH:23]2)[c:13]([F:16])[cH:14][cH:15]1. The reactants are COC1=C(C=O)C=C(C(=N1)C)CC (2-methoxy-5-ethyl-6-methylnicotinaldehyde), [N+](=O)([O-])C (nitromethane), Cl.CN (monomethylamine hydrochloride), [OH-].[Na+] (sodium hydroxide). The solvent is C(C)O (ethanol), CO (methanol). Conditions: time 3 day. Yields the product COC1=NC(=C(C=C1C=C[N+](=O)[O-])CC)C (2-methoxy-3-(2-nitroethenyl)-5-ethyl-6-methylpyridine). RXN SMILES: [CH3:1][O:2][C:3]1[N:10]=[C:9]([CH3:11])[C:8]([CH2:12][CH3:13])=[CH:7][C:4]=1[CH:5]=O.[N+:14]([CH3:17])([O-:16])=[O:15].Cl.CN.[OH-].[Na+]>C(O)C.CO>[CH3:1][O:2][C:3]1[C:4]([CH:5]=[CH:17][N+:14]([O-:16])=[O:15])=[CH:7][C:8]([CH2:12][CH3:13])=[C:9]([CH3:11])[N:10]=1 |f:2.3,4.5|. Reported procedure: A mixture of 2-methoxy-5-ethyl-6-methylnicotinaldehyde (2.25 g, 12.6 mmol), nitromethane (1.9 g, 31.1 mmol), monomethylamine hydrochloride (69 mg) and sodium hydroxide (20 mg) in absolute ethanol (1.3 mL) was stirred at ambient temperature for three days. This mixture was diluted with methanol and the precipitated yellow crystalline product was collected by filtration to yield 2.39 g (86%), m.p. 105°-107° C.